Task: describe an organic reaction: reactants, conditions, products, and yield. Dataset: the Open Reaction Database (ORD), a public repository of structured organic reaction records Starting materials: ClS(=O)(=O)C1=C(C(=O)OC)C(=CC=C1)[N+](=O)[O-] (methyl 2-chlorosulfonyl-6-nitrobenzoate), CN(CCN)C (2-dimethylaminoethylamine). The solvent is C1CCOC1 (THF). Conditions: time 18 hour. Product: CN(CCNS(=O)(=O)C1=C(C(=O)O)C(=CC=C1)[N+](=O)[O-])C (2-[N-(2-dimethylaminoethyl)aminosulfonyl]-6-nitrobenzoic acid). Yield: 15.8%. Reaction SMILES: Cl[S:2]([C:5]1[CH:14]=[CH:13][CH:12]=[C:11]([N+:15]([O-:17])=[O:16])[C:6]=1[C:7]([O:9]C)=[O:8])(=[O:4])=[O:3].[CH3:18][N:19]([CH3:23])[CH2:20][CH2:21][NH2:22]>C1COCC1>[CH3:18][N:19]([CH3:23])[CH2:20][CH2:21][NH:22][S:2]([C:5]1[CH:14]=[CH:13][CH:12]=[C:11]([N+:15]([O-:17])=[O:16])[C:6]=1[C:7]([OH:9])=[O:8])(=[O:4])=[O:3]. Procedure details: A solution of methyl 2-chlorosulfonyl-6-nitrobenzoate (500 mg, 1.79 mmol) and 2-dimethylaminoethylamine (316 mg, 3.58 mmol) in THF (35 ml) was stirred in an ice bath for 1 hour then at 20-25° for 18 hours. After removing THF under reduced pressure, the residue was partitioned between saturated Na2CO3 solution and EtOAc. The organic extract was washed (saturated NaCl solution), dried (Na2SO4), filtered and concentrated under reduced pressure. Chromatography over silica gel (elution with 5% MeOH-9... The reactants are C(C1=CC=CC=C1)OC1=CC=C(C=C1)C1CC(=NN1C1=CC=C(C=C1)OC)N (5-[4-(Benzyloxy)phenyl]-1-(4-methoxyphenyl)-4,5-dihydro-1H-pyrazol-3-amine). The reagents and catalysts are O=[Mn]=O (MnO2), O=[Mn]=O (MnO2). The solvent is CN(C=O)C (N,N-dimethylformamide). Conditions: temperature 60 celsius, time 1 hour. Product: C(C1=CC=CC=C1)OC1=CC=C(C=C1)C1=CC(=NN1C1=CC=C(C=C1)OC)N (5-[4-(Benzyloxy)phenyl]-1-(4-methoxyphenyl)-1H-pyrazol-3-amine). RXN SMILES: [CH2:1]([O:8][C:9]1[CH:14]=[CH:13][C:12]([CH:15]2[N:19]([C:20]3[CH:25]=[CH:24][C:23]([O:26][CH3:27])=[CH:22][CH:21]=3)[N:18]=[C:17]([NH2:28])[CH2:16]2)=[CH:11][CH:10]=1)[C:2]1[CH:7]=[CH:6][CH:5]=[CH:4][CH:3]=1>CN(C)C=O.O=[Mn]=O>[CH2:1]([O:8][C:9]1[CH:10]=[CH:11][C:12]([C:15]2[N:19]([C:20]3[CH:25]=[CH:24][C:23]([O:26][CH3:27])=[CH:22][CH:21]=3)[N:18]=[C:17]([NH2:28])[CH:16]=2)=[CH:13][CH:14]=1)[C:2]1[CH:7]=[CH:6][CH:5]=[CH:4][CH:3]=1. Procedure details: MnO2 (3.5 g) was added to a solution of 5-[4-(benzyloxy)phenyl]-1-(4-methoxyphenyl)-4,5-dihydro-1H-pyrazol-3-amine obtained by Example 14-1 (12.54 g). in N,N-dimethylformamide (65 ml) and the mixture was stirred at 60° C. for 2 hrs. MnO2 (5.3 g) was added and the mixture was stirred at 60° C. for 1 hr. Reactants: CC(C)C[Al+]CC(C)C, COC(=O)c1ccc(CN(C)c2nc(-c3ccccc3)cs2)cc1, CCCCCC, [H-], C1CCOC1. Product: CN(Cc1ccc(CO)cc1)c1nc(-c2ccccc2)cs1. As a reaction SMILES: [CH2:32]([Al+:33][CH2:34][CH:35]([CH3:36])[CH3:37])[CH:38]([CH3:39])[CH3:40].[CH3:1][N:2]([c:3]1[s:4][cH:5][c:6](-[c:8]2[cH:9][cH:10][cH:11][cH:12][cH:13]2)[n:7]1)[CH2:14][c:15]1[cH:16][cH:17][c:18]([C:19](=[O:20])[O:21][CH3:22])[cH:23][cH:24]1.[CH3:25][CH2:26][CH2:27][CH2:28][CH2:29][CH3:30].[H-:31].[O:41]1[CH2:42][CH2:43][CH2:44][CH2:45]1>>[CH3:1][N:2]([c:3]1[s:4][cH:5][c:6](-[c:8]2[cH:9][cH:10][cH:11][cH:12][cH:13]2)[n:7]1)[CH2:14][c:15]1[cH:16][cH:17][c:18]([CH2:19][OH:20])[cH:23][cH:24]1. The reactants are N([C@@H](CC1=CC=CC=C1)C(=O)OC1=C(F)C(F)=C(F)C(F)=C1F)C(=O)OCC1=CC=CC=C1 (Z-Phe-OPfp), N[C@H](C)C(=O)O (H-D-Ala-OH). Solvent: C1CCOC1 (THF), O (water). Reaction conditions: time 1 day. Yields the product N([C@@H](CC1=CC=CC=C1)C(=O)N[C@H](C)C(=O)O)C(=O)OCC1=CC=CC=C1 (Z-Phe-D-Ala-OH). Reaction SMILES: [NH:1]([C:24]([O:26][CH2:27][C:28]1[CH:33]=[CH:32][CH:31]=[CH:30][CH:29]=1)=[O:25])[C@H:2]([C:10]([O:12]C1C(F)=C(F)C(F)=C(F)C=1F)=O)[CH2:3][C:4]1[CH:9]=[CH:8][CH:7]=[CH:6][CH:5]=1.[NH2:34][C@@H:35]([C:37]([OH:39])=[O:38])[CH3:36]>C1COCC1.O>[NH:1]([C:24]([O:26][CH2:27][C:28]1[CH:29]=[CH:30][CH:31]=[CH:32][CH:33]=1)=[O:25])[C@H:2]([C:10]([NH:34][C@@H:35]([C:37]([OH:39])=[O:38])[CH3:36])=[O:12])[CH2:3][C:4]1[CH:5]=[CH:6][CH:7]=[CH:8][CH:9]=1. Procedure: 9.68 g (20.0 mmol) of Z-Phe-OPfp was dissolved in 20 ml of THF and to this was added 2.3 g (25.6 mmol) of H-D-Ala-OH dissolved in 5 ml water, pH 8.5. The reaction mixture was stirred for one day and one night at room temperature. The solvents were removed by evaporation under vacuum, 70 ml ethyl acetate was added, and the mixture was acidified to pH 2-3 by the addition of 70 ml of 2% sulfuric acid. The peptide was extracted twice with 70 ml ethyl acetate, washed with saturated sodium chloride so... Starting materials: BrC=1C(=NC(=NC1)SC)CN1C(O[C@@H]([C@@H]1C)C1=CC(=CC=C1)OC(F)(F)F)=O ((4S,5R)-3-{[5-Bromo-2-(methylthio)pyrimidin-4-yl]methyl}-4-methyl-5-[3-(trifluoromethoxy)phenyl]-1,3-oxazolidin-2-one), BrC=1C(=NC(=NC1)SC)CN1C(O[C@@H]([C@@H]1C)C1=CC(=CC=C1)OC(F)(F)F)=O ((4S,5R)-3-{[5-Bromo-2-(methylthio)pyrimidin-4-yl]methyl}-4-methyl-5-[3-(trifluoromethoxy)phenyl]-1,3-oxazolidin-2-one), ClC=1C=C(C(=NC1)OC)B(O)O (5-chloro-2-methoxypyridin-3-ylboronic acid), C(=O)([O-])[O-].[K+].[K+] (K2CO3). Reagents/catalysts: [Pd](Cl)Cl.C(C)(C)(C)P([C-]1C=CC=C1)C(C)(C)C.[C-]1(C=CC=C1)P(C(C)(C)C)C(C)(C)C.[Fe+2] (1,1′-bis(di-tert-butylphosphino)ferrocene palladium dichloride). The solvent is C(C)#N (acetonitrile). Run at temperature 85 celsius. The product is ClC=1C=C(C(=NC1)OC)C=1C(=NC(=NC1)SC)CN1C(O[C@@H]([C@@H]1C)C1=CC(=CC=C1)OC(F)(F)F)=O ((4S,5R)-3-{[5-(5-Chloro-2-methoxypyridin-3-yl)-2-(methylthio)pyrimidin-4-yl]methyl}-4-methyl-5-[3-(trifluoromethoxy)phenyl]-1,3-oxazolidin-2-one). As a reaction SMILES: Br[C:2]1[C:3]([CH2:10][N:11]2[C@@H:15]([CH3:16])[C@@H:14]([C:17]3[CH:22]=[CH:21][CH:20]=[C:19]([O:23][C:24]([F:27])([F:26])[F:25])[CH:18]=3)[O:13][C:12]2=[O:28])=[N:4][C:5]([S:8][CH3:9])=[N:6][CH:7]=1.[Cl:29][C:30]1[CH:31]=[C:32](B(O)O)[C:33]([O:36][CH3:37])=[N:34][CH:35]=1.C([O-])([O-])=O.[K+].[K+]>C(#N)C.[Pd](Cl)Cl.C(P(C(C)(C)C)[C-]1C=CC=C1)(C)(C)C.[C-]1(P(C(C)(C)C)C(C)(C)C)C=CC=C1.[Fe+2]>[Cl:29][C:30]1[CH:31]=[C:32]([C:2]2[C:3]([CH2:10][N:11]3[C@@H:15]([CH3:16])[C@@H:14]([C:17]4[CH:22]=[CH:21][CH:20]=[C:19]([O:23][C:24]([F:27])([F:26])[F:25])[CH:18]=4)[O:13][C:12]3=[O:28])=[N:4][C:5]([S:8][CH3:9])=[N:6][CH:7]=2)[C:33]([O:36][CH3:37])=[N:34][CH:35]=1 |f:2.3.4,6.7.8.9|. Procedure details: (4S,5R)-3-{[5-Bromo-2-(methylthio)pyrimidin-4-yl]methyl}-4-methyl-5-[3-(trifluoromethoxy)phenyl]-1,3-oxazolidin-2-one (INTERMEDIATE 9, 345 mg, 0.721 mmol), 5-chloro-2-methoxypyridin-3-ylboronic acid (203 mg, 1.082 mmol) and K2CO3 (299 mg, 2.164 mmol) were added to a round bottom flask, which was then evacuated and charged with nitrogen 3 times. THF (4 mL) and water (0.4 mL) were then added. After evacuating and charging again with nitrogen, 1,1′-bis(di-tert-butylphosphino)ferrocene palladium dic... Reactants: CCOC(=O)C(C)Br, CS(C)=O, CO, [Na], Cc1ccc(-n2cnc(O)n2)cc1. Product: CCOC(=O)C(C)Oc1ncn(-c2ccc(C)cc2)n1. RXN SMILES: [Br:17][CH:18]([C:19](=[O:20])[O:21][CH2:22][CH3:23])[CH3:24].[CH3:25][S:26]([CH3:27])=[O:28].[CH3:2][OH:3].[Na:1].[OH:4][c:5]1[n:6][n:7](-[c:10]2[cH:11][cH:12][c:13]([CH3:16])[cH:14][cH:15]2)[cH:8][n:9]1>>[O:4]([c:5]1[n:6][n:7](-[c:10]2[cH:11][cH:12][c:13]([CH3:16])[cH:14][cH:15]2)[cH:8][n:9]1)[CH:18]([C:19](=[O:20])[O:21][CH2:22][CH3:23])[CH3:24]. Reactants: step-ii, FC=1C=C(CN2N=C(C(=C2C)B2OC(C(O2)(C)C)(C)C)C)C=CC1 (1-(3-fluoro benzyl)-3,5-dimethyl-4-(4,4,5,5-tetramethyl-1,3,2-dioxaborolan-2-yl)-1H-pyrazole), FC=1C=C(CN2N=C(C(=C2C)B2OC(C(O2)(C)C)(C)C)C)C=CC1 (1-(3-fluoro benzyl)-3,5-dimethyl-4-(4,4,5,5-tetramethyl-1,3,2-dioxaborolan-2-yl)-1H-pyrazole), C(C)(C)(C)OC(=O)N(S(=O)(=O)C)C=1C=C(C=CC1OC)C=1C=C2C(=NC1C1CC1)N(C=C2I)C(=O)OC(C)(C)C (tert-butyl 5-(3-(N-(tert-butoxycarbonyl)methylsulfonamido)-4-methoxyphenyl)-6-cyclopropyl-3-iodo-1H-pyrrolo[2,3-b]pyridine-1-carboxylate), C(C)(C)(C)OC(=O)N(S(=O)(=O)C)C=1C=C(C=CC1OC)C=1C=C2C(=NC1C1CC1)N(C=C2I)C(=O)OC(C)(C)C (tert-butyl 5-(3-(N-(tert-butoxycarbonyl)methylsulfonamido)-4-methoxyphenyl)-6-cyclopropyl-3-iodo-1H-pyrrolo[2,3-b]pyridine-1-carboxylate), C([O-])([O-])=O.[Na+].[Na+] (sodiumcarbonate). Reagents/catalysts: Cl[Pd]([P](C1=CC=CC=C1)(C2=CC=CC=C2)C3=CC=CC=C3)([P](C4=CC=CC=C4)(C5=CC=CC=C5)C6=CC=CC=C6)Cl (Pd(PPh3)2Cl2). Run in COCCOC.O (1,2-dimethoxyethane water). Product: C(C)(C)(C)OC(=O)N(S(=O)(=O)C)C=1C=C(C=CC1OC)C=1C=C2C(=NC1C1CC1)N(C=C2C=2C(=NN(C2C)CC2=CC(=CC=C2)F)C)C(=O)OC(C)(C)C (tert-butyl 5-(3-(N-(tert-butoxycarbonyl)methylsulfonamido)-4-methoxyphenyl)-6-cyclopropyl-3-(1-(3-fluorobenzyl)-3,5-dimethyl-1H-pyrazol-4-yl)-1H-pyrrolo[2,3-b]pyridine-1-carboxylate). The yield is 25.5%. RXN SMILES: [C:1]([O:5][C:6]([N:8]([C:13]1[CH:14]=[C:15]([C:21]2[CH:22]=[C:23]3[C:32](I)=[CH:31][N:30]([C:34]([O:36][C:37]([CH3:40])([CH3:39])[CH3:38])=[O:35])[C:24]3=[N:25][C:26]=2[CH:27]2[CH2:29][CH2:28]2)[CH:16]=[CH:17][C:18]=1[O:19][CH3:20])[S:9]([CH3:12])(=[O:11])=[O:10])=[O:7])([CH3:4])([CH3:3])[CH3:2].[F:41][C:42]1[CH:43]=[C:44]([CH:62]=[CH:63][CH:64]=1)[CH2:45][N:46]1[C:50]([CH3:51])=[C:49](B2OC(C)(C)C(C)(C)O2)[C:48]([CH3:61])=[N:47]1.C(=O)([O-])[O-].[Na+].[Na+]>Cl[Pd](Cl)([P](C1C=CC=CC=1)(C1C=CC=CC=1)C1C=CC=CC=1)[P](C1C=CC=CC=1)(C1C=CC=CC=1)C1C=CC=CC=1.COCCOC.O>[C:1]([O:5][C:6]([N:8]([C:13]1[CH:14]=[C:15]([C:21]2[CH:22]=[C:23]3[C:32]([C:49]4[C:48]([CH3:61])=[N:47][N:46]([CH2:45][C:44]5[CH:62]=[CH:63][CH:64]=[C:42]([F:41])[CH:43]=5)[C:50]=4[CH3:51])=[CH:31][N:30]([C:34]([O:36][C:37]([CH3:40])([CH3:39])[CH3:38])=[O:35])[C:24]3=[N:25][C:26]=2[CH:27]2[CH2:29][CH2:28]2)[CH:16]=[CH:17][C:18]=1[O:19][CH3:20])[S:9]([CH3:12])(=[O:11])=[O:10])=[O:7])([CH3:4])([CH3:3])[CH3:2] |f:2.3.4,6.7,^1:73,92|. Procedure details: Using similar reaction conditions as described in step-ii of example-1, tert-butyl 5-(3-(N-(tert-butoxycarbonyl)methylsulfonamido)-4-methoxyphenyl)-6-cyclopropyl-3-iodo-1H-pyrrolo[2,3-b]pyridine-1-carboxylate (intermediate 33) (200 mg, 0.31 mmol) was coupled with 1-(3-fluorobenzyl)-3,5-dimethyl-4-(4,4,5,5-tetramethyl-1,3,2-dioxaborolan-2-yl)-1H-pyrazole (intermediate 16) (123.15 mg, 0.37 mmol) in sodiumcarbonate (98.57 mg, 0.93 mmol), Pd(PPh3)2Cl2 (10.8 mg, 0.01 mmol), 1,2-dimethoxyethane/water ... The reactants are C1CCNC1, C1CCOC1, O=C(O)CCCCCOc1cc(-c2ccccc2)c2ccccc2n1. The product is O=C(CCCCCOc1cc(-c2ccccc2)c2ccccc2n1)N1CCCC1. As a reaction SMILES: [CH2:26]1[CH2:27][CH2:28][NH:29][CH2:30]1.[O:31]1[CH2:32][CH2:33][CH2:34][CH2:35]1.[c:1]1(-[c:7]2[cH:8][c:9]([O:17][CH2:18][CH2:19][CH2:20][CH2:21][CH2:22][C:23](=[O:24])[OH:25])[n:10][c:11]3[cH:12][cH:13][cH:14][cH:15][c:16]23)[cH:2][cH:3][cH:4][cH:5][cH:6]1>>[c:1]1(-[c:7]2[cH:8][c:9]([O:17][CH2:18][CH2:19][CH2:20][CH2:21][CH2:22][C:23](=[O:24])[N:29]3[CH2:28][CH2:27][CH2:26][CH2:30]3)[n:10][c:11]3[cH:12][cH:13][cH:14][cH:15][c:16]23)[cH:2][cH:3][cH:4][cH:5][cH:6]1.